The task is: describe an organic reaction: reactants, conditions, products, and yield. This data is from the Open Reaction Database (ORD), a public repository of structured organic reaction records. RXN SMILES: [F:1][C:2]1[C:7]2[N:8]([CH3:12])[C:9](=[O:11])[O:10][C:6]=2[CH:5]=[C:4]([NH:13][CH2:14][C@@H:15]([OH:20])[C:16]([O:18][CH3:19])=[O:17])[CH:3]=1.[C:21](N1C=CN=C1)(N1C=CN=C1)=[O:22]>C(#N)C.C(OCC)(=O)C>[F:1][C:2]1[C:7]2[N:8]([CH3:12])[C:9](=[O:11])[O:10][C:6]=2[CH:5]=[C:4]([N:13]2[CH2:14][C@H:15]([C:16]([O:18][CH3:19])=[O:17])[O:20][C:21]2=[O:22])[CH:3]=1. Yields the product FC1=CC(=CC2=C1N(C(O2)=O)C)N2C(O[C@H](C2)C(=O)OC)=O (methyl (5R)-3-(4-fluoro-3-methyl-2-oxo-2,3-dihydro-6-benzoxazolyl)-2-oxo-5-oxazolidinecarboxylate). Reactants: FC1=CC(=CC2=C1N(C(O2)=O)C)NC[C@H](C(=O)OC)O (methyl (2R)-3-[(4-fluoro-3-methyl-2-oxo-2,3-dihydro-6-benzoxazolyl)amino]-2-hydroxypropanoate), C(=O)(N1C=NC=C1)N1C=NC=C1 (1,1′-carbonyldiimidazole). Reaction conditions: temperature 60 celsius. The yield is 95.8%. Procedure: A mixture of methyl (2R)-3-[(4-fluoro-3-methyl-2-oxo-2,3-dihydro-6-benzoxazolyl)amino]-2-hydroxypropanoate (Step 8, 0.84 g, 2.96 mmol) and 1,1′-carbonyldiimidazole (0.48 g, 2.96 mmol) in acetonitrile is stirred and heated at 60° C. overnight. The reaction is diluted with ethyl acetate, washed with 2N HCl and saline, and evaporated under reduced pressure. The resulting solid is triturated with methanol to give pure product as a white solid (0.88 g, 96%); MS for C13H11FN2O6 m/z 311 (M+H)+. The solvent is C(C)#N (acetonitrile), C(C)(=O)OCC (ethyl acetate).